From a dataset of the Open Reaction Database (ORD), a public repository of structured organic reaction records. describe an organic reaction: reactants, conditions, products, and yield Procedure details: A suspension of 0.34 g (1.74 mmol) of 2-(3-hydroxyazetidin-1-yl)-5-nitropyridine, prepared in the preceding stage, and 9 mg of Pd/C at 10% in 10 mL of ethanol is stirred vigorously at 20° C. under 5 atm of hydrogen for 4 hours. After this time, the mixture is filtered on a Celite pad and then concentrated at reduced pressure. The resultant product is purified by chromatography on a silica column, eluting with a mixture of dichloromethane and methanol. We thus obtain 0.1 g of the expected product... The solvent is C(C)O (ethanol). Yields the product NC=1C=NC(=CC1)N1CC(C1)O (3-Amino-6-(3-hydroxyazetidin-1-yl)pyridine). RXN SMILES: [OH:1][CH:2]1[CH2:5][N:4]([C:6]2[CH:11]=[CH:10][C:9]([N+:12]([O-])=O)=[CH:8][N:7]=2)[CH2:3]1.[H][H]>C(O)C.[Pd]>[NH2:12][C:9]1[CH:8]=[N:7][C:6]([N:4]2[CH2:3][CH:2]([OH:1])[CH2:5]2)=[CH:11][CH:10]=1. Reagents/catalysts: [Pd] (Pd/C). Starting materials: OC1CN(C1)C1=NC=C(C=C1)[N+](=O)[O-] (2-(3-hydroxyazetidin-1-yl)-5-nitropyridine), [H][H] (hydrogen). The reactants are [OH-].[K+] (potassium hydroxide), [N+](=[N-])=C (diazomethane), C(#N)C(=CO)CCCCC1=CC=CC=C1 (2-cyano-6-phenyl-1-hexen-1-ol), [N+](=[N-])=C (diazomethane), [N+](=[N-])=C (diazomethane), C(C)O (Ethanol), [N+](=[N-])=C (diazomethane). Solvent: C(C)OCC (diethyl ether), C(C)OCC (diethyl ether), O (water). Yields the product COC=C(CCCCC1=CC=CC=C1)C#N (1-methoxy-2-cyano-6-phenyl-1-hexene). Reaction SMILES: [OH-].[K+].[N+](=[CH2:5])=[N-].C(O)C.[C:9]([C:11]([CH2:14][CH2:15][CH2:16][CH2:17][C:18]1[CH:23]=[CH:22][CH:21]=[CH:20][CH:19]=1)=[CH:12][OH:13])#[N:10]>O.C(OCC)C>[CH3:5][O:13][CH:12]=[C:11]([C:9]#[N:10])[CH2:14][CH2:15][CH2:16][CH2:17][C:18]1[CH:19]=[CH:20][CH:21]=[CH:22][CH:23]=1 |f:0.1|. Reported procedure: A solution of 3.0 grams of potassium hydroxide in 6 mL of water was placed in a commercially available diazomethane generator. Ethanol, 8 mL, was added to the generator, and the contents of the generator were slowly warmed to 60° C. to 70° C. To this was added dropwise a solution of 4.6 grams (0.021 mole) of Diazaid® in a minimum amount of diethyl ether. The diazomethane generated was condensed on a cold finger and, in turn, was allowed to drip into a stirred, cooled solution of 2.5 grams (0.012... The reactants are CNC(=O)c1ccc2c(c1C)OC(c1ccccc1)(c1ccccc1)O2, [Na+], [OH-], OCCO. RXN SMILES: [CH3:1][NH:2][C:3](=[O:4])[c:5]1[c:6]([CH3:26])[c:7]2[c:8]([cH:24][cH:25]1)[O:9][C:10]([c:12]1[cH:13][cH:14][cH:15][cH:16][cH:17]1)([c:18]1[cH:19][cH:20][cH:21][cH:22][cH:23]1)[O:11]2.[Na+:28].[OH-:27].[OH:29][CH2:30][CH2:31][OH:32]>>[C:3](=[O:4])([c:5]1[c:6]([CH3:26])[c:7]2[c:8]([cH:24][cH:25]1)[O:9][C:10]([c:12]1[cH:13][cH:14][cH:15][cH:16][cH:17]1)([c:18]1[cH:19][cH:20][cH:21][cH:22][cH:23]1)[O:11]2)[OH:27]. The product is Cc1c(C(=O)O)ccc2c1OC(c1ccccc1)(c1ccccc1)O2. The reactants are O (water), NC1=NC(=CC(=N1)C(=O)O)C=1OC=CC1 (2-amino-6-(2-furyl)pyrimidine-4-carboxylic acid), C(C1=CC=CC=C1)N (benzylamine), CCN=C=NCCCN(C)C.Cl (EDCl). Reagents/catalysts: CN(C1=CC=NC=C1)C (4-dimethylaminopyridine). Solvent: CN(C)C=O (DMF). Reaction conditions: time 17 hour. Yields the product NC1=NC(=CC(=N1)C(=O)NCC1=CC=CC=C1)C=1OC=CC1 (2-Amino-N-benzyl-6-(2-furyl)pyrimidine-4-carboxamide). Yield: 35.3%. RXN SMILES: [NH2:1][C:2]1[N:7]=[C:6]([C:8]([OH:10])=O)[CH:5]=[C:4]([C:11]2[O:12][CH:13]=[CH:14][CH:15]=2)[N:3]=1.[CH2:16]([NH2:23])[C:17]1[CH:22]=[CH:21][CH:20]=[CH:19][CH:18]=1.CCN=C=NCCCN(C)C.Cl.O>CN(C=O)C.CN(C)C1C=CN=CC=1>[NH2:1][C:2]1[N:7]=[C:6]([C:8]([NH:23][CH2:16][C:17]2[CH:22]=[CH:21][CH:20]=[CH:19][CH:18]=2)=[O:10])[CH:5]=[C:4]([C:11]2[O:12][CH:13]=[CH:14][CH:15]=2)[N:3]=1 |f:2.3|. Procedure: A solution of 2-amino-6-(2-furyl)pyrimidine-4-carboxylic acid (103 mg, 0.5 mmol) in DMF (2 mL) was treated with benzylamine (59 mg, 0.55 mmol), EDCl (104 mg, 0.54 mmol) and 4-dimethylaminopyridine (66 mg, 0.54 mmol), stirred at room temperature for 17 h, poured into water (25 mL) and extracted with EtOAc (2×25 mL). The combined organic phase was washed with water (25 mL), dried (MgSO4), concentrated in vacuo and purified by chromatography [SiO2; isopropyl ether:EtOAc, (100:0-0:100)] to give the ...